Dataset: the Open Reaction Database (ORD), a public repository of structured organic reaction records. Task: describe an organic reaction: reactants, conditions, products, and yield The reactants are FC1=NC=CC(=C1)C=1C(=NN2C1C=CC=C2)C(C)O (1-[3-(2-fluoro-4-pyridinyl)pyrazolo[1,5-a]pyridin-2-yl]ethanol). Reagents/catalysts: [O-2].[Mn+4].[O-2] (manganese(IV)oxide). Run in C(Cl)Cl (methylene chloride). Reaction conditions: time 72 hour. Product: FC1=NC=CC(=C1)C=1C(=NN2C1C=CC=C2)C(C)=O (1-[3-(2-fluoro-4-pyridinyl)pyrazolo[1,5-a]pyridin-2-yl]ethanone). The yield is 95.0%. As a reaction SMILES: [F:1][C:2]1[CH:7]=[C:6]([C:8]2[C:9]([CH:17]([OH:19])[CH3:18])=[N:10][N:11]3[CH:16]=[CH:15][CH:14]=[CH:13][C:12]=23)[CH:5]=[CH:4][N:3]=1>[O-2].[Mn+4].[O-2].C(Cl)Cl>[F:1][C:2]1[CH:7]=[C:6]([C:8]2[C:9]([C:17](=[O:19])[CH3:18])=[N:10][N:11]3[CH:16]=[CH:15][CH:14]=[CH:13][C:12]=23)[CH:5]=[CH:4][N:3]=1 |f:1.2.3|. Procedure: A solution of 1-[3-(2-fluoro-4-pyridinyl)pyrazolo[1,5-a]pyridin-2-yl]ethanol (0.1 g, 0.4 mmol), manganese(IV)oxide (0.17 g. 1.95 mmol), and methylene chloride (10 mL) were allowed to stir at room temperature for 72 hours. When judged to be complete, the mixture was filtered through a plug of Celite, and the filtrate was concentrated to provide 1-[3-(2-fluoro-4-pyridinyl)pyrazolo[1,5-a]pyridin-2-yl]ethanone (97 mg, 98%) as a pale yellow solid. 1H NMR (DMSO-d6): δ 8.92 (d. 1H), 8.30 (d, 1H), 7.82 ... Reactants: FC1=C(C=CC(=C1)F)C=CC(=O)N[C@@H](CC1=CC=C(C=C1)OC)C(=O)OC (Methyl N-[3-(2,4-Difluorophenyl)acryloyl]-O4-Methyl-L-Tyrosinate), [OH-].[Na+] (sodium hydroxide). Solvent: CO (methanol). Yields the product FC1=C(C=CC(=C1)F)C=CC(=O)N[C@@H](CC1=CC=C(C=C1)OC)C(=O)O (N-[3-(2,4-Difluorophenyl)acryloyl]-O4-Methyl-L-Tyrosine). The yield is 96.7%. As a reaction SMILES: [F:1][C:2]1[CH:7]=[C:6]([F:8])[CH:5]=[CH:4][C:3]=1[CH:9]=[CH:10][C:11]([NH:13][C@H:14]([C:24]([O:26]C)=[O:25])[CH2:15][C:16]1[CH:21]=[CH:20][C:19]([O:22][CH3:23])=[CH:18][CH:17]=1)=[O:12].[OH-].[Na+]>CO>[F:1][C:2]1[CH:7]=[C:6]([F:8])[CH:5]=[CH:4][C:3]=1[CH:9]=[CH:10][C:11]([NH:13][C@H:14]([C:24]([OH:26])=[O:25])[CH2:15][C:16]1[CH:17]=[CH:18][C:19]([O:22][CH3:23])=[CH:20][CH:21]=1)=[O:12] |f:1.2|. Procedure: The same procedures as in Example 64 were carried out from the compound obtained in Example 47 (2.9 g), 1 mol/L of an aqueous sodium hydroxide solution (12 mL), and methanol (120 mL), to give the captioned compound (2.7 g, 96%) as crystals. Reactants: Cc1sc2cc(CCO)ccc2c1Br, [Li]CCCC, O=C=O. Reaction SMILES: [Br:1][c:2]1[c:3]2[c:4]([s:5][c:6]1[CH3:7])[cH:8][c:9]([CH2:12][CH2:13][OH:14])[cH:10][cH:11]2.[CH2:15]([Li:16])[CH2:17][CH2:18][CH3:19].[O:20]=[C:21]=[O:22]>>[c:2]1([C:21](=[O:20])[OH:22])[c:3]2[c:4]([s:5][c:6]1[CH3:7])[cH:8][c:9]([CH2:12][CH2:13][OH:14])[cH:10][cH:11]2. Yields the product Cc1sc2cc(CCO)ccc2c1C(=O)O. Starting materials: CCCCCCCCBr, C#CCOC1CCCCO1, C1CCOC1, [Li]CCCC. The product is CCCCCCCCC#CCOC1CCCCO1. RXN SMILES: [CH2:16]([CH2:17][CH2:18][CH2:19][CH2:20][CH2:21][CH2:22][CH3:23])[Br:24].[CH2:1]([C:2]#[CH:3])[O:4][CH:5]1[O:6][CH2:7][CH2:8][CH2:9][CH2:10]1.[CH2:25]1[O:26][CH2:27][CH2:28][CH2:29]1.[CH3:11][CH2:12][CH2:13][CH2:14][Li:15]>>[CH2:1]([C:2]#[C:3][CH2:16][CH2:17][CH2:18][CH2:19][CH2:20][CH2:21][CH2:22][CH3:23])[O:4][CH:5]1[O:6][CH2:7][CH2:8][CH2:9][CH2:10]1. Starting materials: ClC1=CC=C(C=C1)S(=O)(=O)C(C(CCCS(=O)C)C)C1=C(C=CC(=C1)F)F (2-[1-[(4-Chlorophenyl)sulfonyl]-2-methyl-5-(methylsulfinyl)pentyl]-1,4-difluorobenzene), ClC1=CC(=CC=C1)C(=O)OO (3-chloroperbenzoic acid). Run in C(Cl)Cl (methylene chloride). Conditions: time 3 hour. The product is ClC1=CC=C(C=C1)S(=O)(=O)C(C(CCCS(=O)(=O)C)C)C1=C(C=CC(=C1)F)F (2-[1-[(4-Chlorophenyl)sulfonyl]-2-methyl-5-(methylsulfonyl)pentyl]-1,4-difluorobenzene). Reaction SMILES: [Cl:1][C:2]1[CH:7]=[CH:6][C:5]([S:8]([CH:11]([C:20]2[CH:25]=[C:24]([F:26])[CH:23]=[CH:22][C:21]=2[F:27])[CH:12]([CH3:19])[CH2:13][CH2:14][CH2:15][S:16]([CH3:18])=[O:17])(=[O:10])=[O:9])=[CH:4][CH:3]=1.ClC1C=CC=C(C(OO)=[O:36])C=1>C(Cl)Cl>[Cl:1][C:2]1[CH:7]=[CH:6][C:5]([S:8]([CH:11]([C:20]2[CH:25]=[C:24]([F:26])[CH:23]=[CH:22][C:21]=2[F:27])[CH:12]([CH3:19])[CH2:13][CH2:14][CH2:15][S:16]([CH3:18])(=[O:36])=[O:17])(=[O:10])=[O:9])=[CH:4][CH:3]=1. Procedure: The 2-[1-[(4-chlorophenyl)sulfonyl]-2-methyl-5-(methylsulfinyl)pentyl]-1,4-difluorobenzene (66 mg, 0.15 mmol) obtained in Example 45 was dissolved in methylene chloride (5 ml). Under ice cooling, 3-chloroperbenzoic acid (32 mg, 0.19 mmol) was added. The resulting mixture was stirred at room temperature for 3 hours. The residue obtained by concentrating the reaction mixture under reduced pressure was purified by silica gel chromatography (methylene chloride:methanol=100:1) to yield a white solid.... The reactants are CC12CCCC(CC1)(C2Br)C (1,5-dimethyl-8-bromobicyclo[3,2,1]octane), C(C)(=O)[O-].[Na+] (sodium acetate). Reagents/catalysts: [Cu]Cl (copper(I) chloride). Run in C(C)(=O)O (acetic acid). The product is CC12CCCC(CC1)(C2OC(C)=O)C (1,5-dimethyl-8-acetoxy-bicyclo[3,2,1]octane). RXN SMILES: [CH3:1][C:2]12[CH:9](Br)[C:6]([CH3:11])([CH2:7][CH2:8]1)[CH2:5][CH2:4][CH2:3]2.[C:12]([O-:15])(=[O:14])[CH3:13].[Na+]>C(O)(=O)C.[Cu]Cl>[CH3:1][C:2]12[CH:9]([O:15][C:12](=[O:14])[CH3:13])[C:6]([CH3:11])([CH2:7][CH2:8]1)[CH2:5][CH2:4][CH2:3]2 |f:1.2|. Procedure: 5 g of 1,5-dimethyl-8-bromobicyclo[3,2,1]octane was boiled under reflux for 18 hours in acetic acid in the presence of sodium acetate and copper(I) chloride. The reaction mixture was cooled and filtered, diluted with water and extracted with pentane. The pentane solution was washed with water and an aqueous sodium bicarbonate solution, dired, evaporated and fractionally distilled. 1,5-dimethyl-8-acetoxy-bicyclo[3,2,1]octane was obtained in good yield. 1,5-dimethyl-8-acetoxybicyclo[3,2,1]octane w... Starting materials: CI (methyl iodide), COCCOCCOC=1C(=NSN1)C=1C=NC=CC1 (3-(4-(2-(2-methoxyethoxy)ethoxy)-1, 2,5-thiadiazol-3-yl)pyridine). Run in CC(=O)C (acetone). Reaction conditions: time 18 hour. Yields the product [I-].COCCOCCOC=1C(=NSN1)C=1C=[N+](C=CC1)C (3-(4-(2-(2-methoxyethoxy)ethoxy)-1,2,5-thiadiazol-3-yl)-1-methylpyridinium iodide). As a reaction SMILES: [CH3:1][I:2].[CH3:3][O:4][CH2:5][CH2:6][O:7][CH2:8][CH2:9][O:10][C:11]1[C:12]([C:16]2[CH:17]=[N:18][CH:19]=[CH:20][CH:21]=2)=[N:13][S:14][N:15]=1>CC(C)=O>[I-:2].[CH3:3][O:4][CH2:5][CH2:6][O:7][CH2:8][CH2:9][O:10][C:11]1[C:12]([C:16]2[CH:17]=[N+:18]([CH3:1])[CH:19]=[CH:20][CH:21]=2)=[N:13][S:14][N:15]=1 |f:3.4|. Reported procedure: A mixture of methyl iodide (0.5 ml, 9 mmol) and 3-(4-(2-(2-methoxyethoxy)ethoxy)-1, 2,5-thiadiazol-3-yl)pyridine (3 mmol) in acetone (10 ml) was stirred at room temperature for 18 h. The title compound precipitated from the solution and was collected by filtration to yield 0.76 g (60%). Reactants: Cn1ccc(NC(=O)c2cc(Oc3ccc(C#N)nc3)c3c(c2)OC(C)(C)C3)n1, CCO, [NH4+], [OH-], O. Product: Cn1ccc(NC(=O)c2cc(Oc3ccc(C(=N)NO)nc3)c3c(c2)OC(C)(C)C3)n1. RXN SMILES: [CH3:1][n:2]1[n:3][c:4]([NH:7][C:8](=[O:9])[c:10]2[cH:11][c:12]3[c:13]([c:19]([O:21][c:22]4[cH:23][n:24][c:25]([C:28]#[N:29])[cH:26][cH:27]4)[cH:20]2)[CH2:14][C:15]([CH3:17])([CH3:18])[O:16]3)[cH:5][cH:6]1.[CH3:32][CH2:33][OH:34].[NH4+:31].[OH-:30].[OH2:35]>>[CH3:1][n:2]1[n:3][c:4]([NH:7][C:8](=[O:9])[c:10]2[cH:11][c:12]3[c:13]([c:19]([O:21][c:22]4[cH:23][n:24][c:25]([C:28]([NH:29][OH:30])=[NH:31])[cH:26][cH:27]4)[cH:20]2)[CH2:14][C:15]([CH3:17])([CH3:18])[O:16]3)[cH:5][cH:6]1. Reactants: ClC1=NC(=CC(=C1)CO)Cl (2,6-dichloro-4-hydroxymethylpyridine), C(C(=O)Cl)(=O)Cl (oxalyl chloride), CS(=O)C (dimethyl sulphoxide). The solvent is C(C)N(CC)CC (triethylamine). The product is ClC1=NC(=CC(=C1)C=O)Cl ((2,6-dichloro-4-pyridyl)methanal). The yield is 101.1%. As a reaction SMILES: [Cl:1][C:2]1[CH:7]=[C:6]([CH2:8][OH:9])[CH:5]=[C:4]([Cl:10])[N:3]=1.C(Cl)(=O)C(Cl)=O.CS(C)=O>C(N(CC)CC)C>[Cl:1][C:2]1[CH:7]=[C:6]([CH:8]=[O:9])[CH:5]=[C:4]([Cl:10])[N:3]=1. Reported procedure: Oxidation of the above alcohol (1.2 g) according to the conditions of Swern (oxalyl chloride, 0.33 ml; dimethyl sulphoxide, 0.54 ml; triethylamine, 2.35 ml) gave (2,6-dichloro-4-pyridyl)methanal (1.2 g). NMR 1H: 10.02(1H,s), 7.68(2H,s). The reactants are S(=O)(=O)(C1=CC=C(C)C=C1)N1C(=CC=2C=NC=CC21)C(=O)OCC (ethyl 1-tosyl-1H-pyrrolo[3,2-c]pyridine-2-carboxylate), C(=O)([O-])[O-].[Cs+].[Cs+] (Cs2CO3). Run in CO (methanol), C1CCOC1 (THF). Reaction conditions: temperature 15 celsius, time 12 hour. The product is N1C(=CC=2C=CC=NC21)C(=O)OC (methyl 1H-pyrrolo[3,2-e]pyridine-2-carboxylate). RXN SMILES: S([N:11]1[C:19]2[CH:18]=[CH:17][N:16]=[CH:15][C:14]=2[CH:13]=[C:12]1[C:20]([O:22][CH2:23]C)=[O:21])(C1C=CC(C)=CC=1)(=O)=O.C([O-])([O-])=O.[Cs+].[Cs+]>CO.C1COCC1>[NH:11]1[C:15]2[N:16]=[CH:17][CH:18]=[CH:19][C:14]=2[CH:13]=[C:12]1[C:20]([O:22][CH3:23])=[O:21] |f:1.2.3|. Procedure details: A mixture of compound 6-c (6 g, 17.4 mmol) and Cs2CO3 (CAS 534-17-8) (17 g, 52.2 mmol) in methanol (70 mL) and THF (140 mL) was stirred at 15° C. for 12 h. The solvent was removed under vacuum. H2O (30 mL) was added and the mixture was extracted with ethyl acetate (30 mL×3). The organic layer was washed with brine and dried over Na2SO4. The solvent was evaporated under vacuum to yield product 6-d as a white powder (1.39 g, 46%).